From a dataset of the Open Reaction Database (ORD), a public repository of structured organic reaction records. describe an organic reaction: reactants, conditions, products, and yield Reactants: O=C(O)COc1ccccc1C(=O)O, O=S(=O)(O)Cl, COc1ccc(S(=O)(=O)Cl)cc1C(=O)O. The product is O=C(O)COc1ccc(S(=O)(=O)Cl)cc1C(=O)O. Reaction SMILES: [C:1](=[O:2])([OH:3])[CH2:4][O:5][c:6]1[c:7]([C:8](=[O:9])[OH:10])[cH:11][cH:12][cH:13][cH:14]1.[Cl:15][S:16](=[O:17])(=[O:18])[OH:19].[Cl:20][S:21]([c:22]1[cH:23][cH:24][c:25]([O:26][CH3:27])[c:28]([C:30]([OH:31])=[O:32])[cH:29]1)(=[O:33])=[O:34]>>[C:1](=[O:2])([OH:3])[CH2:4][O:5][c:6]1[c:7]([C:8](=[O:9])[OH:10])[cH:11][c:12]([S:16]([Cl:15])(=[O:17])=[O:18])[cH:13][cH:14]1. Starting materials: C1(CCCCC1)N=C=NC1CCCCC1 (dicyclohexylcarbodiimide), NC1=C(C=C(C=C1)CC(=O)OCC)O (ethyl 4-amino-3-hydroxy-phenylacetate), C=1(C(=CC=CC1)N=C=S)C (o-tolylisothiocyanate). Run in C(C)O (ethanol), C(C)O (ethanol). Conditions: time 2 hour. The product is C1(=C(C=CC=C1)NC=1OC2=C(N1)C=CC(=C2)CC(=O)O)C (2-o-Tolylamino-benzoxazole-6-acetic Acid). Reaction SMILES: [NH2:1][C:2]1[CH:7]=[CH:6][C:5]([CH2:8][C:9]([O:11]CC)=[O:10])=[CH:4][C:3]=1[OH:14].[C:15]1([CH3:24])[C:16]([N:21]=[C:22]=S)=[CH:17][CH:18]=[CH:19][CH:20]=1.C1(N=C=NC2CCCCC2)CCCCC1>C(O)C>[C:15]1([CH3:24])[CH:20]=[CH:19][CH:18]=[CH:17][C:16]=1[NH:21][C:22]1[O:14][C:3]2[CH:4]=[C:5]([CH2:8][C:9]([OH:11])=[O:10])[CH:6]=[CH:7][C:2]=2[N:1]=1. Reported procedure: A mixture of ethyl 4-amino-3-hydroxy-phenylacetate (3.3 g, Reference Example 2) and o-tolylisothiocyanate (2.5 mL) in ethanol (150 mL) was stirred at room temperature for about 2 hours. After standing at room temperature overnight the mixture was evaporated and the residue was subjected to flash chromatography on silica eluting with a mixture of pentane and ethyl acetate (7:3, v/v) to give a yellow foam. A solution of this material in ethanol (150 mL was treated with dicyclohexylcarbodiimide (3.... Starting materials: CCOCC, COCC#N, CCO, Cl. The product is CCOC(=N)COC, Cl. As a reaction SMILES: [CH3:10][CH2:11][O:12][CH2:13][CH3:14].[CH3:2][O:3][CH2:4][C:5]#[N:6].[CH3:7][CH2:8][OH:9].[ClH:1]>>[CH3:2][O:3][CH2:4][C:5](=[NH:6])[O:9][CH2:8][CH3:7].[ClH:1]. Starting materials: CC1CN(C(=O)c2ccccc2)CCN1C(=O)C(=O)c1c[nH]c2ncccc12, [H-], [Na+], CN(C)C=O. Product: CC1CN(C(=O)c2ccccc2)CCN1C(=O)C(=O)c1cn(C)c2ncccc12. As a reaction SMILES: [C:3]([c:4]1[cH:5][cH:6][cH:7][cH:8][cH:9]1)(=[O:10])[N:11]1[CH2:12][CH:13]([CH3:30])[N:14]([C:17]([C:18](=[O:19])[c:20]2[cH:21][nH:22][c:23]3[n:24][cH:25][cH:26][cH:27][c:28]23)=[O:29])[CH2:15][CH2:16]1.[H-:2].[Na+:1].[O:31]=[CH:32][N:33]([CH3:34])[CH3:35]>>[C:3]([c:4]1[cH:5][cH:6][cH:7][cH:8][cH:9]1)(=[O:10])[N:11]1[CH2:12][CH:13]([CH3:30])[N:14]([C:17]([C:18](=[O:19])[c:20]2[cH:21][n:22]([CH3:32])[c:23]3[n:24][cH:25][cH:26][cH:27][c:28]23)=[O:29])[CH2:15][CH2:16]1. The reactants are ClCCl, O=C(O)C(F)(F)F, CCCc1c(-c2nc(-c3ccc(C(O)CN4CC(C(=O)OC(C)(C)C)C4)cc3)no2)noc1-c1ccccc1. Product: CCCc1c(-c2nc(-c3ccc(C(O)CN4CC(C(=O)O)C4)cc3)no2)noc1-c1ccccc1. As a reaction SMILES: [Cl:47][CH2:48][Cl:49].[F:40][C:41]([F:42])([F:43])[C:44]([OH:45])=[O:46].[OH:1][CH:2]([CH2:3][N:4]1[CH2:5][CH:6]([C:8](=[O:9])[O:10][C:11]([CH3:12])([CH3:13])[CH3:14])[CH2:7]1)[c:15]1[cH:16][cH:17][c:18](-[c:21]2[n:22][o:23][c:24](-[c:26]3[n:27][o:28][c:29](-[c:34]4[cH:35][cH:36][cH:37][cH:38][cH:39]4)[c:30]3[CH2:31][CH2:32][CH3:33])[n:25]2)[cH:19][cH:20]1>>[OH:1][CH:2]([CH2:3][N:4]1[CH2:5][CH:6]([C:8](=[O:9])[OH:10])[CH2:7]1)[c:15]1[cH:16][cH:17][c:18](-[c:21]2[n:22][o:23][c:24](-[c:26]3[n:27][o:28][c:29](-[c:34]4[cH:35][cH:36][cH:37][cH:38][cH:39]4)[c:30]3[CH2:31][CH2:32][CH3:33])[n:25]2)[cH:19][cH:20]1.